From a dataset of the Open Reaction Database (ORD), a public repository of structured organic reaction records. describe an organic reaction: reactants, conditions, products, and yield Starting materials: C1=CN=CC2=C1C(=O)OC2=O (3,4-pyridinecarboxylic anhydride), CC1=CC=C(C=C1)[Mg]Br (4-methylphenyl magnesium bromide). The product is CC1=CC=C(C(=O)C2=C(C=NC=C2)C(=O)O)C=C1 (4-(4-methylbenzoyl)-3-pyridinecarboxylic acid). As a reaction SMILES: [CH:1]1[C:6]2[C:7]([O:9][C:10](=[O:11])[C:5]=2[CH:4]=[N:3][CH:2]=1)=[O:8].[CH3:12][C:13]1[CH:18]=[CH:17][C:16]([Mg]Br)=[CH:15][CH:14]=1>>[CH3:12][C:13]1[CH:18]=[CH:17][C:16]([C:7]([C:6]2[CH:1]=[CH:2][N:3]=[CH:4][C:5]=2[C:10]([OH:9])=[O:11])=[O:8])=[CH:15][CH:14]=1. Procedure: Employing 3,4-pyridinecarboxylic anhydride (10.0 g) and 4-methylphenyl magnesium bromide, substantially the same reaction and process as in Reference Example 2 Step 1 were conducted to give 4-(4-methylbenzoyl)-3-pyridinecarboxylic acid as colorless crystals. The reactants are C(#N)CC=1N=CNC1 (4-cyanomethylimidazole), [H-].[Na+] (sodium hydride), O (water), CC(C)I (2-propyl iodide). The solvent is CN(C=O)C (dimethylformamide), CN(C=O)C (dimethylformamide), C(Cl)(Cl)Cl (chloroform). Reaction conditions: time 1 hour. Product: C(#N)CC=1N=CN(C1)C(C)C (4-cyanomethyl-1-(2-propyl)imidazole). RXN SMILES: [H-].[Na+].[C:3]([CH2:5][C:6]1[N:7]=[CH:8][NH:9][CH:10]=1)#[N:4].[CH3:11][CH:12](I)[CH3:13].O>CN(C)C=O.C(Cl)(Cl)Cl>[C:3]([CH2:5][C:6]1[N:7]=[CH:8][N:9]([CH:12]([CH3:13])[CH3:11])[CH:10]=1)#[N:4] |f:0.1|. Procedure details: 450 mg of sodium hydride (60%) was added to 5 ml of dimethylformamide, and a solution of 1.0 g of 4-cyanomethylimidazole in 10 ml of dimethylformamide was added dropwise to the resulting suspension. After 1 hour of stirring at room temperature, 0.94 ml of 2-propyl iodide was added to the resulting solution and stirred at room temperature for 2 hours. To the reaction solution was added water and chloroform, and the resulting organic layer was collected and dried over anhydrous sodium sulfate, fol... Reactants: C1=CC=C2C(=C1)C(=O)C(C2=O)(O)O (ninhydrin), Cl.BrC1=C(C=CC=C1)NC(NN)=O (4-(2-bromophenyl)-semicarbazide hydrochloride). Product: BrC1=C(C=CC=C1)NC(NN=C1C(C2=CC=CC=C2C1=O)=O)=O (2-[4-(2-bromophenyl)-semicarbazono]indan-1,3-dione). RXN SMILES: [CH:1]1[CH:6]=[C:5]2[C:7]([C:9](O)(O)[C:10](=[O:11])[C:4]2=[CH:3][CH:2]=1)=[O:8].Cl.[Br:15][C:16]1[CH:21]=[CH:20][CH:19]=[CH:18][C:17]=1[NH:22][C:23](=[O:26])[NH:24][NH2:25]>>[Br:15][C:16]1[CH:21]=[CH:20][CH:19]=[CH:18][C:17]=1[NH:22][C:23](=[O:26])[NH:24][N:25]=[C:9]1[C:10](=[O:11])[C:4]2[C:5](=[CH:6][CH:1]=[CH:2][CH:3]=2)[C:7]1=[O:8] |f:1.2|. Reported procedure: ninhydrin, 4-(2-bromophenyl)-semicarbazide hydrochloride Starting materials: [BH4-], COC(=O)C(CC=Cc1ccccc1)C(C)=O, [Na+]. The product is COC(=O)C(CC=Cc1ccccc1)C(C)O. Reaction SMILES: [BH4-:18].[C:1]([CH3:2])(=[O:3])[CH:4]([C:5](=[O:6])[O:7][CH3:8])[CH2:9][CH:10]=[CH:11][c:12]1[cH:13][cH:14][cH:15][cH:16][cH:17]1.[Na+:19]>>[CH:1]([CH3:2])([OH:3])[CH:4]([C:5](=[O:6])[O:7][CH3:8])[CH2:9][CH:10]=[CH:11][c:12]1[cH:13][cH:14][cH:15][cH:16][cH:17]1. The reactants are O.CN1C(=O)N(C(=O)C(=C1N)N)C (1,3-dimethyl-5,6-diaminouracil hydrate), C(#N)C1=CC=C(C=O)C=C1 (4-cyanobenzaldehyde), C(C)(=O)O (acetic acid). Solvent: C(C)O (ethanol). Reaction conditions: temperature 0 celsius. Product: O.CN1C(=O)N(C=2N=C(NC2C1=O)C1=CC=C(C=C1)C#N)C (1,3-Dimethyl-8-(4-cyanophenyl)xanthine hydrate). Reaction SMILES: O.[CH3:2][N:3]1[C:10]([NH2:11])=[C:9]([NH2:12])[C:7](=[O:8])[N:6]([CH3:13])[C:4]1=[O:5].[C:14]([C:16]1[CH:23]=[CH:22][C:19]([CH:20]=O)=[CH:18][CH:17]=1)#[N:15].C(O)(=O)C>C(O)C>[OH2:5].[CH3:13][N:6]1[C:7](=[O:8])[C:9]2[NH:12][C:20]([C:19]3[CH:22]=[CH:23][C:16]([C:14]#[N:15])=[CH:17][CH:18]=3)=[N:11][C:10]=2[N:3]([CH3:2])[C:4]1=[O:5] |f:0.1,5.6|. Procedure: 1,3-Dimethyl-8-(4-cyanophenyl)xanthine hydrate was prepared by treatment of 1,3-dimethyl-5,6-diaminouracil hydrate (9.0 g, 52.9 mmol) with 4-cyanobenzaldehyde (6.9 g, 52.7 mmol) in ethanol (700 ml) in the presence of acetic acid (3 ml) at reflux for 5 hours. The reaction mixture was cooled to 0° C. and the resulting precipitate was collected. The crude iminouracil was dissolved in ethylene glycol dimethyl ether (700 ml) and treated with DEAD (11 ml) at reflux for 4 hours. The reaction mixture wa...